Dataset: the Open Reaction Database (ORD), a public repository of structured organic reaction records. Task: describe an organic reaction: reactants, conditions, products, and yield Reactants: F[B-](F)(F)F, O=C([O-])O, CC[O+](CC)CC, O=C1CN(C(=O)c2ccc(F)cc2Cl)CCN1, ClCCl, [Na+], O. Product: CCOC1=NCCN(C(=O)c2ccc(F)cc2Cl)C1. As a reaction SMILES: [B-:18]([F:19])([F:20])([F:21])[F:22].[C:31](=[O:32])([O-:33])[OH:34].[CH2:23]([CH3:24])[O+:25]([CH2:26][CH3:27])[CH2:28][CH3:29].[Cl:1][c:2]1[c:3]([C:9](=[O:10])[N:11]2[CH2:12][C:13](=[O:17])[NH:14][CH2:15][CH2:16]2)[cH:4][cH:5][c:6]([F:8])[cH:7]1.[Cl:36][CH2:37][Cl:38].[Na+:35].[OH2:30]>>[Cl:1][c:2]1[c:3]([C:9](=[O:10])[N:11]2[CH2:12][C:13]([O:17][CH2:23][CH3:24])=[N:14][CH2:15][CH2:16]2)[cH:4][cH:5][c:6]([F:8])[cH:7]1.